This data is from the Open Reaction Database (ORD), a public repository of structured organic reaction records. The task is: describe an organic reaction: reactants, conditions, products, and yield Starting materials: [H-].[Na+] (NaH), BrC1C(OC2=CC=C(C=C2C1O)S(=O)(=O)C1=CC=CC=C1)(C)C (3-bromo-4-hydroxy-2,2-dimethyl-6-phenylsulfonylchroman), ice water. The solvent is CS(=O)C (DMSO), CS(=O)C (DMSO). Run at time 2 hour. The product is O1C2C(OC3=CC=C(C=C3C21)S(=O)(=O)C2=CC=CC=C2)(C)C (3,4-Epoxy-2,2-dimethyl-6-phenylsulfonylchroman). Reaction SMILES: [H-].[Na+].Br[CH:4]1[CH:13]([OH:14])[C:12]2[C:7](=[CH:8][CH:9]=[C:10]([S:15]([C:18]3[CH:23]=[CH:22][CH:21]=[CH:20][CH:19]=3)(=[O:17])=[O:16])[CH:11]=2)[O:6][C:5]1([CH3:25])[CH3:24]>CS(C)=O>[O:14]1[CH:13]2[CH:4]1[C:5]([CH3:25])([CH3:24])[O:6][C:7]1[C:12]2=[CH:11][C:10]([S:15]([C:18]2[CH:23]=[CH:22][CH:21]=[CH:20][CH:19]=2)(=[O:17])=[O:16])=[CH:9][CH:8]=1 |f:0.1|. Procedure: To 100 ml of absolute DMSO are added 1.8 g (0.06 mol) of NaH as an 80% strength suspension in oil and, dropwise, 20 g of 3-bromo-4-hydroxy-2,2-dimethyl-6-phenylsulfonylchroman, dissolved in 80 ml of DMSO, the reaction temperature being kept at 25°-28° C. After stirring at room temperature for 2 hours, the mixture is stirred into ice water and the resulting precipitate is filtered off with suction. Further purification can be achieved by dissolving the crude product in ethyl acetate and treating ... Reactants: CC=1C=NC=2CC(CC(C2C1)=O)(C)C (5,6,7,8-tetrahydro-3,7,7-trimethylquinoline-5-one), [BH4-].[Na+] (NaBH4). Run in CO (MeOH). Conditions: time 14 hour. Product: CC=1C=NC=2CC(CC(C2C1)O)(C)C (5,6,7,8-tetrahydro-3,7,7-trimethylquinoline-5-ol). RXN SMILES: [CH3:1][C:2]1[CH:3]=[N:4][C:5]2[CH2:6][C:7]([CH3:14])([CH3:13])[CH2:8][C:9](=[O:12])[C:10]=2[CH:11]=1.[BH4-].[Na+]>CO>[CH3:1][C:2]1[CH:3]=[N:4][C:5]2[CH2:6][C:7]([CH3:14])([CH3:13])[CH2:8][CH:9]([OH:12])[C:10]=2[CH:11]=1 |f:1.2|. Reported procedure: A stirred solution of 5,6,7,8-tetrahydro-3,7,7-trimethylquinoline-5-one (240 mg, 1.3 mmol) in MeOH (6.5 mL) was cooled to 0° C. under Argon and treated with NaBH4 (48 mg, 1.3 mmol). The reaction was stirred over 14 h and allowed to warm to ambient temperature. The solvent was removed under reduced pressure and the crude oil that was chromatographed on a silica gel column packed in 95:5 EtOAc:hexanes and eluted with same. The appropriate fractions were combined and the solvent was removed under r... The reactants are O (water), C(C1=CC=CC=C1)(=O)O[C@@H]1C[C@@H]2CC=C3[C@]45[C@H](C[C@H]([C@@H](CCCC(C)C)C)[C@]4(CC[C@@H]3[C@]2(CC1)C)C)O5 ((3β,5α,15α)-14,15-epoxycholest-7-en-3-ol benzoate), Cl(=O)(=O)(=O)O (perchloric acid), Cl(=O)(=O)(=O)O (perchloric acid). Solvent: CC(=O)C (acetone). Conditions: temperature 26 celsius, time 3 hour. Yields the product C(C1=CC=CC=C1)(=O)O[C@@H]1C[C@@H]2CCC3=C4C(C[C@H]([C@@H](CCCC(C)C)C)[C@]4(CC[C@@H]3[C@]2(CC1)C)C)=O ((3β,5α)-3-(benzoyloxy)cholest-8(14)-en-15-one). The yield is 103.2%. Reaction SMILES: [C:1]([O:9][C@H:10]1[CH2:34][CH2:33][C@@:32]2([CH3:35])[C@@H:12]([CH2:13][CH:14]=[C:15]3[C@@H:31]2[CH2:30][CH2:29][C@@:28]2([CH3:36])[C@@:16]43[O:37][C@H:17]4[CH2:18][C@@H:19]2[C@H:20]([CH3:27])[CH2:21][CH2:22][CH2:23][CH:24]([CH3:26])[CH3:25])[CH2:11]1)(=[O:8])[C:2]1[CH:7]=[CH:6][CH:5]=[CH:4][CH:3]=1.Cl(O)(=O)(=O)=O.O>CC(C)=O>[C:1]([O:9][C@H:10]1[CH2:34][CH2:33][C@@:32]2([CH3:35])[C@@H:12]([CH2:13][CH2:14][C:15]3[C@@H:31]2[CH2:30][CH2:29][C@@:28]2([CH3:36])[C:16]=3[C:17](=[O:37])[CH2:18][C@@H:19]2[C@H:20]([CH3:27])[CH2:21][CH2:22][CH2:23][CH:24]([CH3:26])[CH3:25])[CH2:11]1)(=[O:8])[C:2]1[CH:7]=[CH:6][CH:5]=[CH:4][CH:3]=1. Reported procedure: A stirred mixture of 28.4 kg (3β,5α,15α)-14,15-epoxycholest-7-en-3-ol benzoate (3) (Example 2) in 280 liters of acetone, under nitrogen, in a 200gallon reactor, at 22° C. was treated with 100 ml of 70% perchloric acid. The mild exothermic reaction raised the reaction mixture temperature to 26° C. in about a 5 minute period The mixture was cooled to 21° C. and an additional 180 ml of 70% perchloric acid was added. The reaction mixture temperature was kept at 22±1° C. and the mixture was stirred f... Starting materials: N12CCCC(C(C1)=O)C2 (1-azabicyclo[3.2.1]octan-6-one), C(CCC)[Li] (n-Butyl lithium), solution, C[Si](C1SCCCS1)(C)C (2-trimethylsilyl-1,3-dithiane), O (Water). Solvent: O1CCCC1 (tetrahydrofuran), CCCCCC (hexane), O1CCCC1 (tetrahydrofuran). Conditions: time 2 hour. Yields the product S1C(SCCC1)=C1C2CCCN(C1)C2 (6-(1,3-Dithian-2-ylidene)-1-azabicyclo[3.2.1]-octane). Isolated yield 99.9%. RXN SMILES: C([Li])CCC.C[Si](C)(C)[CH:8]1[S:13][CH2:12][CH2:11][CH2:10][S:9]1.[N:16]12[CH2:24][CH:20]([C:21](=O)[CH2:22]1)[CH2:19][CH2:18][CH2:17]2.O>CCCCCC.O1CCCC1>[S:9]1[CH2:10][CH2:11][CH2:12][S:13][C:8]1=[C:21]1[CH2:22][N:16]2[CH2:24][CH:20]1[CH2:19][CH2:18][CH2:17]2. Procedure details: n-Butyl lithium (6.05 ml of a 1.6M solution in hexane, 9.7 mmol) was added dropwise to a solution of 2-trimethylsilyl-1,3-dithiane (1.86 g, 9.7 mmol) in tetrahydrofuran (30 ml) at -30° C. and the reaction mixture stirred for 2 hours. A solution of 1-azabicyclo[3.2.1]octan-6-one (1.1 g, 8.8 mmol) in tetrahydrofuran (10 ml) was added dropwise and the reaction mixture allowed to warm to room temperature. Water (20 ml) was added and extracted (3×) with dichloromethane. The combined extracts were dri... Starting materials: BrCCC(=O)OCC (ethyl 3-bromo-propionate), CC1NC(CCC1)C (2,6-dimethyl-piperidine), C(C)O (ethanol). Yields the product CC1N(C(CCC1)C)CCCC(=O)OCC (Ethyl 4-(2,6-dimethyl-1-piperidyl)butyrate). RXN SMILES: Br[CH2:2][CH2:3][C:4]([O:6][CH2:7][CH3:8])=[O:5].[CH3:9][CH:10]1[CH2:15][CH2:14][CH2:13][CH:12]([CH3:16])[NH:11]1.[CH2:17](O)C>>[CH3:9][CH:10]1[CH2:15][CH2:14][CH2:13][CH:12]([CH3:16])[N:11]1[CH2:17][CH2:2][CH2:3][C:4]([O:6][CH2:7][CH3:8])=[O:5]. Procedure: A mixture of ethyl 3-bromo-propionate(25.8g), 2,6-dimethyl-piperidine (30 g) and ethanol (40 cc) is heated for 2 hours under reflux. The reaction mixture is concentrated to dryness under reduced pressure (2.7 kPa) and the residue is taken up in 5N sodium hydroxide solution (30 cc) and then extracted with methylene chloride (3×50 cc). The organic phase is dried over magnesium sulphate, filtered, and concentrated to dryness under reduced pressure (2.7 kPa) at 40° C. Ethyl 4-(2,6-dimethyl-1-piperid... RXN SMILES: [BrH:11].[C:17]([OH:18])(=[O:19])[CH3:20].[CH2:1]([CH3:2])[c:3]1[n:4][c:5]([O:9][CH3:10])[cH:6][cH:7][cH:8]1.[Na+:16].[O-:12][C:13]([OH:14])=[O:15]>>[CH2:1]([CH3:2])[c:3]1[n:4][c:5]([OH:9])[cH:6][cH:7][cH:8]1. The reactants are Br, CC(=O)O, CCc1cccc(OC)n1, [Na+], O=C([O-])O. The product is CCc1cccc(O)n1. Starting materials: S1C=NC2=C1C=CC=C2 (benzthiazole), 2-lithio, N1C(=O)NC(=O)C(=O)C1=O (alloxan). Product: OC1(C(NC(NC1=O)=O)=O)C=1SC2=C(N1)C=CC=C2 (5-Hydroxy-5-(2-benzthiazolyl)-2,4,6-(1H,3H,5H)pyrimidinetrione). RXN SMILES: [S:1]1[C:5]2[CH:6]=[CH:7][CH:8]=[CH:9][C:4]=2[N:3]=[CH:2]1.[NH:10]1[C:18](=[O:19])[C:16](=[O:17])[C:14](=[O:15])[NH:13][C:11]1=[O:12]>>[OH:17][C:16]1([C:2]2[S:1][C:5]3[CH:6]=[CH:7][CH:8]=[CH:9][C:4]=3[N:3]=2)[C:14](=[O:15])[NH:13][C:11](=[O:12])[NH:10][C:18]1=[O:19]. Reported procedure: By the procedure of Example 38, benzthiazole (2.7 g., 0.02 moles) was converted to its 2-lithio derivative and then reacted with anhydrous alloxan to yield title product, initially isolated as an oil. The latter was crystallized from ether-hexane [2.2 g.; Rf 0.55 (1:1 ethyl acetate:hexane/5% acetic acid)]. Starting materials: ClC1=C(OC2=NC(=CC=C2)OCC2=CC=CC=C2)C=C(C(=C1)F)N1C(N(C(=CC1=O)C(F)(F)F)C)=O (2-{2-chloro-4-fluoro-5-[3-methyl-2,6-dioxo-4-(trifluoromethyl)-1,2,3,6-tetrahydropyrimidin-1-yl]phenoxy}-6-benzyloxypyridine). The reagents and catalysts are [Pd] (palladium/carbon). Solvent: C(C)(=O)OCC (ethyl acetate). Reaction conditions: time 3 hour. Product: ClC1=C(OC2=CC=CC(N2)=O)C=C(C(=C1)F)N1C(N(C(=CC1=O)C(F)(F)F)C)=O (6-{2-chloro-4-fluoro-5-[3-methyl-2,6-dioxo-4-(trifluoromethyl)-1,2,3,6-tetrahydropyrimidin-1-yl]phenoxy}-2-pyridone). Isolated yield 80.6%. RXN SMILES: [Cl:1][C:2]1[CH:22]=[C:21]([F:23])[C:20]([N:24]2[C:29](=[O:30])[CH:28]=[C:27]([C:31]([F:34])([F:33])[F:32])[N:26]([CH3:35])[C:25]2=[O:36])=[CH:19][C:3]=1[O:4][C:5]1[CH:10]=[CH:9][CH:8]=[C:7]([O:11]CC2C=CC=CC=2)[N:6]=1>[Pd].C(OCC)(=O)C>[Cl:1][C:2]1[CH:22]=[C:21]([F:23])[C:20]([N:24]2[C:29](=[O:30])[CH:28]=[C:27]([C:31]([F:34])([F:33])[F:32])[N:26]([CH3:35])[C:25]2=[O:36])=[CH:19][C:3]=1[O:4][C:5]1[NH:6][C:7](=[O:11])[CH:8]=[CH:9][CH:10]=1. Reported procedure: A mixture of 0.90 g of 2-{2-chloro-4-fluoro-5-[3-methyl-2,6-dioxo-4-(trifluoromethyl)-1,2,3,6-tetrahydropyrimidin-1-yl]phenoxy}-6-benzyloxypyridine, 0.1 g of 10% palladium/carbon and 5 ml of ethyl acetate was stirred for 3 hours at room temperature under hydrogen atmosphere. The reaction system was purged with nitrogen, then, the reaction solution was filtrated through Celite, and the filtrate was concentrated. The residue was subjected to silica gel column chromatography to obtain 0.60 g of 6-{...